Task: describe an organic reaction: reactants, conditions, products, and yield. Dataset: the Open Reaction Database (ORD), a public repository of structured organic reaction records Reaction conditions: temperature 70 celsius, time 1 hour. Starting materials: Cl (Hydrogen chloride), CC(CC=1N=C(N(C1)S(=O)(=O)N(C)C)C(CC1=CC=C(C=C1)C=1C=NNC1)(C)O)(CC)C (4-(2,2-dimethylbutyl)-2-{1-hydroxy-1-methyl-2-[4-(1H-pyrazol-4-yl)phenyl]ethyl}-N,N-dimethyl-1H-imidazole-1-sulfonamide). Procedure: Hydrogen chloride (4 M in 1,4-dioxane) (1 mL, 4 mmol) was added to a solution of 4-(2,2-dimethylbutyl)-2-{1-hydroxy-1-methyl-2-[4-(1H-pyrazol-4-yl)phenyl]ethyl}-N,N-dimethyl-1H-imidazole-1-sulfonamide (100 mg, 0.22 mmol) in methanol (1 mL). After stirring at 70° C. for 1 h, volatiles were removed in vacuo. The residue was partitioned between methanol/ethyl acetate and 10% aqueous sodium hydroxide. The aqueous phase was extracted with ethyl acetate. The combined organic extracts were dried (magne... As a reaction SMILES: Cl.[CH3:2][C:3]([CH3:33])([CH2:31][CH3:32])[CH2:4][C:5]1[N:6]=[C:7]([C:16]([OH:30])([CH3:29])[CH2:17][C:18]2[CH:23]=[CH:22][C:21]([C:24]3[CH:25]=[N:26][NH:27][CH:28]=3)=[CH:20][CH:19]=2)[N:8](S(N(C)C)(=O)=O)[CH:9]=1>CO>[CH3:2][C:3]([CH3:33])([CH2:31][CH3:32])[CH2:4][C:5]1[N:6]=[C:7]([C:16]([OH:30])([CH3:29])[CH2:17][C:18]2[CH:19]=[CH:20][C:21]([C:24]3[CH:28]=[N:27][NH:26][CH:25]=3)=[CH:22][CH:23]=2)[NH:8][CH:9]=1. Yields the product CC(CC=1N=C(NC1)C(CC1=CC=C(C=C1)C=1C=NNC1)(C)O)(CC)C (2-[4-(2,2-dimethylbutyl)-1H-imidazol-2-yl]-1-[4-(1H-pyrazol-4-yl)phenyl]propan-2-ol). Run in CO (methanol). The reactants are CC(C)(C)OC(=O)N1CCC(CCCOc2cccc(CC(=O)O)c2)CC1, Nc1nnc(-c2nonc2NC(=O)C(F)(F)F)s1. Product: CC(C)(C)OC(=O)N1CCC(CCCOc2cccc(CC(=O)Nc3nnc(-c4nonc4NC(=O)C(F)(F)F)s3)c2)CC1. As a reaction SMILES: [C:1](=[O:2])([O:3][C:4]([CH3:5])([CH3:6])[CH3:7])[N:8]1[CH2:9][CH2:10][CH:11]([CH2:14][CH2:15][CH2:16][O:17][c:18]2[cH:19][c:20]([CH2:24][C:25](=[O:26])[OH:27])[cH:21][cH:22][cH:23]2)[CH2:12][CH2:13]1.[NH2:28][c:29]1[n:30][n:31][c:32](-[c:34]2[c:35]([NH:39][C:40]([C:41]([F:42])([F:43])[F:44])=[O:45])[n:36][o:37][n:38]2)[s:33]1>>[C:1](=[O:2])([O:3][C:4]([CH3:5])([CH3:6])[CH3:7])[N:8]1[CH2:9][CH2:10][CH:11]([CH2:14][CH2:15][CH2:16][O:17][c:18]2[cH:19][c:20]([CH2:24][C:25](=[O:26])[NH:28][c:29]3[n:30][n:31][c:32](-[c:34]4[c:35]([NH:39][C:40]([C:41]([F:42])([F:43])[F:44])=[O:45])[n:36][o:37][n:38]4)[s:33]3)[cH:21][cH:22][cH:23]2)[CH2:12][CH2:13]1. The reactants are O=C([O-])[O-], FC(F)(F)c1cnc(Cl)cc1I, [Cs+], [Cs+], CNC(=O)c1ccccc1N, C1COCCO1, O=C(C=Cc1ccccc1)C=Cc1ccccc1, O=C(C=Cc1ccccc1)C=Cc1ccccc1, O=C(C=Cc1ccccc1)C=Cc1ccccc1, [Pd], [Pd]. Yields the product CNC(=O)c1ccccc1Nc1cc(Cl)ncc1C(F)(F)F. RXN SMILES: [C:24](=[O:25])([O-:26])[O-:27].[Cl:1][c:2]1[n:3][cH:4][c:5]([C:9]([F:10])([F:11])[F:12])[c:6]([I:8])[cH:7]1.[Cs+:28].[Cs+:29].[NH2:13][c:14]1[c:15]([C:16](=[O:17])[NH:18][CH3:19])[cH:20][cH:21][cH:22][cH:23]1.[O:30]1[CH2:31][CH2:32][O:33][CH2:34][CH2:35]1.[O:38]=[C:39]([CH:40]=[CH:41][c:42]1[cH:43][cH:44][cH:45][cH:46][cH:47]1)[CH:48]=[CH:49][c:50]1[cH:51][cH:52][cH:53][cH:54][cH:55]1.[O:56]=[C:57]([CH:58]=[CH:59][c:60]1[cH:61][cH:62][cH:63][cH:64][cH:65]1)[CH:66]=[CH:67][c:68]1[cH:69][cH:70][cH:71][cH:72][cH:73]1.[O:74]=[C:75]([CH:76]=[CH:77][c:78]1[cH:79][cH:80][cH:81][cH:82][cH:83]1)[CH:84]=[CH:85][c:86]1[cH:87][cH:88][cH:89][cH:90][cH:91]1.[Pd:36].[Pd:37]>>[Cl:1][c:2]1[n:3][cH:4][c:5]([C:9]([F:10])([F:11])[F:12])[c:6]([NH:13][c:14]2[c:15]([C:16](=[O:17])[NH:18][CH3:19])[cH:20][cH:21][cH:22][cH:23]2)[cH:7]1. Starting materials: NC1=NN(CC1)C1=CC(=CC=C1)C(F)(F)F (3-amino-1-(3-trifluoromethylphenyl)-2-pyrazoline), C(C=1C(O)=CC=CC1)=O (salicylaldehyde). The solvent is CO (methanol). Yields the product C(C=1C(O)=CC=CC1)=NC1=NN(CC1)C1=CC(=CC=C1)C(F)(F)F (3-salicylideneamino-1-(3-trifluoromethylphenyl)-2-pyrazoline). Isolated yield 51.9%. Reaction SMILES: [NH2:1][C:2]1[CH2:6][CH2:5][N:4]([C:7]2[CH:12]=[CH:11][CH:10]=[C:9]([C:13]([F:16])([F:15])[F:14])[CH:8]=2)[N:3]=1.[CH:17](=O)[C:18]1[C:19](=[CH:21][CH:22]=[CH:23][CH:24]=1)[OH:20]>CO>[CH:17](=[N:1][C:2]1[CH2:6][CH2:5][N:4]([C:7]2[CH:12]=[CH:11][CH:10]=[C:9]([C:13]([F:14])([F:16])[F:15])[CH:8]=2)[N:3]=1)[C:18]1[C:19](=[CH:21][CH:22]=[CH:23][CH:24]=1)[OH:20]. Procedure details: A solution of 3-amino-1-(3-trifluoromethylphenyl)-2-pyrazoline (2.29 g) and salicylaldehyde (1.2 g) in methanol (22.9 ml) was heated to reflux for 30 minutes. The resulting semi-solid mass was cooled and then filtered to give an orange-coloured solid which was re-crystallized from ethanol to produce 3-salicylideneamino-1-(3-trifluoromethylphenyl)-2-pyrazoline m.p. 159.1° (yield 1.7 g).